This data is from the Open Reaction Database (ORD), a public repository of structured organic reaction records. The task is: describe an organic reaction: reactants, conditions, products, and yield Starting materials: [Al+3], C1CCOC1, CC1(C)CC(Nc2nccc(-c3ccc(CCC(=O)O)cc3)n2)CC(C)(C)N1, [H-], [H-], [H-], [H-], [Li+], [Na+], [Na+], O=S(=O)([O-])[O-]. Yields the product CC1(C)CC(Nc2nccc(-c3ccc(CCCO)cc3)n2)CC(C)(C)N1. Reaction SMILES: [Al+3:30].[CH2:42]1[O:43][CH2:44][CH2:45][CH2:46]1.[CH3:1][C:2]1([CH3:28])[NH:3][C:4]([CH3:26])([CH3:27])[CH2:5][CH:6]([NH:8][c:9]2[n:10][cH:11][cH:12][c:13](-[c:15]3[cH:16][cH:17][c:18]([CH2:21][CH2:22][C:23](=[O:24])[OH:25])[cH:19][cH:20]3)[n:14]2)[CH2:7]1.[H-:29].[H-:32].[H-:33].[H-:34].[Li+:31].[Na+:35].[Na+:36].[O-:37][S:38](=[O:39])(=[O:40])[O-:41]>>[CH3:1][C:2]1([CH3:28])[NH:3][C:4]([CH3:26])([CH3:27])[CH2:5][CH:6]([NH:8][c:9]2[n:10][cH:11][cH:12][c:13](-[c:15]3[cH:16][cH:17][c:18]([CH2:21][CH2:22][CH2:23][OH:24])[cH:19][cH:20]3)[n:14]2)[CH2:7]1. Reactants: COC=1C=C2CCC(C2=CC1)=O (5-methoxyindan-1-one), C(NN)(=O)OC(C)(C)C (tert-butyl carbazate). Reagents/catalysts: C(C)(=O)O (acetic acid). The solvent is C(C)O (ethanol). Product: C(C)(C)(C)OC(=O)NN=C1CCC2=CC(=CC=C12)OC (5-methoxyindan-1-one tert-butyloxycarbonylhydrazone). RXN SMILES: [CH3:1][O:2][C:3]1[CH:4]=[C:5]2[C:9](=[CH:10][CH:11]=1)[C:8](=O)[CH2:7][CH2:6]2.[C:13]([O:17][C:18]([CH3:21])([CH3:20])[CH3:19])(=[O:16])[NH:14][NH2:15]>C(O)C.C(O)(=O)C>[C:18]([O:17][C:13]([NH:14][N:15]=[C:8]1[C:9]2[C:5](=[CH:4][C:3]([O:2][CH3:1])=[CH:11][CH:10]=2)[CH2:6][CH2:7]1)=[O:16])([CH3:21])([CH3:20])[CH3:19]. Procedure details: A solution of 5-methoxyindan-1-one (5.46 g) and tert-butyl carbazate (4.45 g) in ethanol (100 ml) and glacial acetic acid (1 drop) was stirred and boiled under reflux for 2 hours. The volume was reduced by half under reduced pressure and the solid which crystallized was collected by filtration to give 5-methoxyindan-1-one tert-butyloxycarbonylhydrazone. Starting materials: C(#N)N1C2=C(C=C(C3=C1C=CC=C3)[N+](=O)[O-])C=CC=C2 (5-cyano-10-nitro-5H-dibenz[b,f]azepine), C(C)(=O)O (acetic acid), solution, B(F)(F)F (BF3). Solvent: ClC1=CC=CC=C1 (chlorobenzene). Yields the product C(N)(=O)N1C2=C(C=C(C3=C1C=CC=C3)[N+](=O)[O-])C=CC=C2 (5-carbamoyl-10-nitro-5H-dibenz[b,f]azepine), B(F)(F)F (BF3). Reaction SMILES: [B:1]([F:4])([F:3])[F:2].[C:5]([N:7]1[C:13]2[CH:14]=[CH:15][CH:16]=[CH:17][C:12]=2[C:11]([N+:18]([O-:20])=[O:19])=[CH:10][C:9]2[CH:21]=[CH:22][CH:23]=[CH:24][C:8]1=2)#[N:6].C(O)(=[O:27])C>ClC1C=CC=CC=1>[C:5]([N:7]1[C:13]2[CH:14]=[CH:15][CH:16]=[CH:17][C:12]=2[C:11]([N+:18]([O-:20])=[O:19])=[CH:10][C:9]2[CH:21]=[CH:22][CH:23]=[CH:24][C:8]1=2)(=[O:27])[NH2:6].[B:1]([F:4])([F:3])[F:2]. Reported procedure: 25 ml of a solution of 15% by weight of BF3 in acetic acid are allowed to flow rapidly into a suspension of 13.1 g (0.05 mole) of 5-cyano-10-nitro-5H-dibenz[b,f]azepine in 130 ml of chlorobenzene, while stirring, and a clear brownish solution is obtained of which the temperature increases to 35°. The crystallisation, which begins after a few minutes, is completed by stirring for one hour in an ice-bath. Suction-filtering is carried out, followed by washing with chlorobenzene and drying in vacuo ... Starting materials: [Al+3], [Cl-], [Cl-], [Cl-], O=C(Cl)C(=O)Cl, ClCCl, O=C(O)c1ccccc1CCc1ccc(F)cc1. The product is O=C1c2ccccc2CCc2ccc(F)cc21. As a reaction SMILES: [Al+3:26].[Cl-:25].[Cl-:27].[Cl-:28].[Cl:19][C:20]([C:21]([Cl:22])=[O:23])=[O:24].[Cl:29][CH2:30][Cl:31].[F:1][c:2]1[cH:3][cH:4][c:5]([CH2:8][CH2:9][c:10]2[c:11]([C:12](=[O:13])[OH:14])[cH:15][cH:16][cH:17][cH:18]2)[cH:6][cH:7]1>>[F:1][c:2]1[cH:3][cH:4][c:5]2[c:6]([cH:7]1)[C:12](=[O:14])[c:11]1[c:10]([cH:18][cH:17][cH:16][cH:15]1)[CH2:9][CH2:8]2. The reactants are N1=CC(=CC=C1)S(=O)(=O)NC1=CC=C(C(=O)O)C=C1 (4-(3-pyridylsulfonamido)-benzoic acid), S(=O)(Cl)Cl (thionyl chloride). Reagents/catalysts: CN(C=O)C (dimethylformamide). Yields the product N1=CC(=CC=C1)S(=O)(=O)NC1=CC=C(C(=O)Cl)C=C1 (4-(3-pyridylsulfonamido)-benzoyl chloride). As a reaction SMILES: [N:1]1[CH:6]=[CH:5][CH:4]=[C:3]([S:7]([NH:10][C:11]2[CH:19]=[CH:18][C:14]([C:15](O)=[O:16])=[CH:13][CH:12]=2)(=[O:9])=[O:8])[CH:2]=1.S(Cl)([Cl:22])=O>CN(C)C=O>[N:1]1[CH:6]=[CH:5][CH:4]=[C:3]([S:7]([NH:10][C:11]2[CH:19]=[CH:18][C:14]([C:15]([Cl:22])=[O:16])=[CH:13][CH:12]=2)(=[O:9])=[O:8])[CH:2]=1. Procedure: Into a 500 ml-flask fitted with a mechanical stirrer and a condenser were introduced 26 g (0.093 mol) of 4-(3-pyridylsulfonamido)-benzoic acid and 180 ml of thionyl chloride, after which a few drops of dimethylformamide were added as catalyst. The mixture was progressively heated to boiling, which was maintained for three hours. The solvent is N1=CC=CC=C1 (pyridine). Reaction SMILES: Cl.[CH3:2][S:3][C:4]1[CH:13]=[C:12]2[C:7]([CH2:8][CH2:9][CH2:10][CH:11]2[CH2:14][CH2:15][NH2:16])=[CH:6][CH:5]=1.[C:17](OC(=O)C)(=[O:19])[CH3:18].Cl>N1C=CC=CC=1>[CH3:2][S:3][C:4]1[CH:13]=[C:12]2[C:7]([CH2:8][CH2:9][CH2:10][CH:11]2[CH2:14][CH2:15][NH:16][C:17](=[O:19])[CH3:18])=[CH:6][CH:5]=1 |f:0.1|. Reported procedure: In a 50 ml round-bottomed flask, 0.0025 mol of the compound obtained in Step E is dissolved in 5 ml of pyridine. The solution is cooled with the aid of an ice bath and 5 ml of acetic anhydride are added dropwise. Stirring is carried out for 5 hours at ambient temperature. The reaction mixture is poured into aqueous 3M hydrochloric acid solution and is then extracted with ethyl ether. The organic phase is washed with aqueous 10% potassium carbonate solution and then with water, is dried over magn... Conditions: time 5 hour. Product: CSC1=CC=C2CCCC(C2=C1)CCNC(C)=O (N-{2-[7-(Methylthio)-1,2,3,4-tetrahydro-1-naphthyl]ethyl}acetamide). The reactants are C(C)(=O)OC(C)=O (acetic anhydride), Cl.CSC1=CC=C2CCCC(C2=C1)CCN (2-[7-(Methylthio)-1,2,3,4tetrahydro-1-naphthyl]-1-ethylamine hydrochloride), Cl (hydrochloric acid). Starting materials: CC(C#C)O (but-3-yn-2-ol), C[Si](C)(C)Cl (trimethylsilyl chloride). Yields the product C[Si](OC(C)C#C)(C)C (2-(trimethyl-silyloxy)-but-3-yne). Isolated yield 60.0%. As a reaction SMILES: [CH3:1][CH:2]([OH:5])[C:3]#[CH:4].[CH3:6][Si:7](Cl)([CH3:9])[CH3:8]>>[CH3:6][Si:7]([CH3:9])([CH3:8])[O:5][CH:2]([C:3]#[CH:4])[CH3:1]. Procedure details: The above compound was prepared in a 60 % yield from 35 g of but-3-yn-2-ol and 50.4 g of trimethylsilyl chloride according to the method given in Can. J. Chem. 43, 2004 (1965); b.p. 117°/760 Torr. Yields the product NCCCCN1CCN(CC1)C(C)=O (1-(4-(4-aminobutyl)piperazin-1-yl)ethanone). Starting materials: BrCCCC#N (4-bromobutyronitrile), N#N (N2), C(C)(=O)N1CCNCC1 (1-acetylpiperazine), C1CCC2=NCCCN2CC1 (DBU). Solvent: CCOCC (Et2O). Procedure: In a flame dried round-bottomed flask equipped with a magnetic stir bar and under inert atmosphere (N2), to a solution of 1-acetylpiperazine (256 mg, 2.00 mmol) and DBU (0.30 mL, 2.00 mmol) in dry Et2O (2 mL) was added 4-bromobutyronitrile (0.21 mL, 2.00 mmol) at 0° C. The reaction mixture was stirred at rt until completion of the reaction. The mixture was filtered and concentrated under reduced pressure. A 0.087 mol/L solution of the crude nitrile in EtOH (10 mL) was hydrogenated at 50° C. usin... RXN SMILES: N#N.[C:3]([N:6]1[CH2:11][CH2:10][NH:9][CH2:8][CH2:7]1)(=[O:5])[CH3:4].[CH2:12]1CCN2[C:15](=[N:16]CCC2)[CH2:14][CH2:13]1.BrCCCC#N>CCOCC>[NH2:16][CH2:15][CH2:14][CH2:13][CH2:12][N:9]1[CH2:10][CH2:11][N:6]([C:3](=[O:5])[CH3:4])[CH2:7][CH2:8]1.